This data is from the Open Reaction Database (ORD), a public repository of structured organic reaction records. The task is: describe an organic reaction: reactants, conditions, products, and yield The reactants are N(=[N+]=[N-])C(CN1N=CC=2C1=CC1=CC(=CCC12)OC)C ((RS)-1-(2-azido-propyl)-6-methoxy-1,4-dihydro-indeno[2,1-c]pyrazole), C(\C=C\C(=O)O)(=O)O (fumaric acid). The reagents and catalysts are [Pt]=O (platinum oxide). The solvent is C(C)O (ethanol), CO (methanol), C(C)OCC (diethyl ether). Run at time 15 hour. The product is C(\C=C\C(=O)O)(=O)O.COC=1C=C2C=C3N(N=CC3=C2CC1)CC(C)N ((RS)-2-(6-methoxy-1,4-dihydroindeno[2,1-c]pyrazol-1-yl)-1-methyl-ethylamine fumarate). Yield: 85.9%. Reaction SMILES: [N:1]([CH:4]([CH3:20])[CH2:5][N:6]1[C:10]2=[CH:11][C:12]3[C:17]([CH2:16][CH:15]=[C:14]([O:18][CH3:19])[CH:13]=3)=[C:9]2[CH:8]=[N:7]1)=[N+]=[N-].[C:21]([OH:28])(=[O:27])/[CH:22]=[CH:23]/[C:24]([OH:26])=[O:25]>C(O)C.C(OCC)C.CO.[Pt]=O>[C:21]([OH:28])(=[O:27])/[CH:22]=[CH:23]/[C:24]([OH:26])=[O:25].[CH3:19][O:18][C:14]1[CH:13]=[C:12]2[C:17]([CH2:16][CH:15]=1)=[C:9]1[C:10]([N:6]([CH2:5][CH:4]([NH2:1])[CH3:20])[N:7]=[CH:8]1)=[CH:11]2 |f:6.7|. Reported procedure: 1.58 g (5.86 mmol) of (RS)-1-(2-azido-propyl)-6-methoxy-1,4-dihydro-indeno[2,1-c]pyrazole dissolved in 50 ml of anhydrous ethanol were hydrogenated over 160 mg of platinum oxide for 2 hours. The catalyst was subsequently filtered off, rinsed with ethanol and the solvent was removed in a vacuum. The colorless oil obtained was dissolved in 80 ml of anhydrous diethyl ether, filtered and treated while stirring with a solution of 680 mg (5.86 mmol) of fumaric acid in 10 ml of methanol. The mixture wa... Starting materials: [N+](=O)([O-])[O-].[K+] (KNO3), FC=1C=C2NC(C(NC2=CC1)=O)=O (6-Fluoro-1,4-dihydroquinoxaline-2,3-dione), ice H2O. The solvent is OS(=O)(=O)O (H2SO4). Reaction conditions: temperature 0 celsius. Product: FC=1C=C2NC(C(NC2=CC1[N+](=O)[O-])=O)=O (6-Fluoro-7-nitro-1,4-dihydro-2,3-quinoxalinedione). Isolated yield 70.0%. RXN SMILES: [F:1][C:2]1[CH:3]=[C:4]2[C:9](=[CH:10][CH:11]=1)[NH:8][C:7](=[O:12])[C:6](=[O:13])[NH:5]2.[N+:14]([O-])([O-:16])=[O:15].[K+]>OS(O)(=O)=O>[F:1][C:2]1[CH:3]=[C:4]2[C:9](=[CH:10][C:11]=1[N+:14]([O-:16])=[O:15])[NH:8][C:7](=[O:12])[C:6](=[O:13])[NH:5]2 |f:1.2|. Reported procedure: The title compound was prepared using an adaptation of the method of Cheeseman (Cheeseman, G. W. H., J. Chem. Soc. 1171 (1962)). 6-Fluoro-1,4-dihydroquinoxaline-2,3-dione (200 mg, 1.10 mmol) was dissolved in 3 mL of concentrated H2SO4 and the blue green solution was cooled to 0° C. with stirring. To this was added in small portions KNO3 (110 mg, 1.10 mmol). The reaction was allowed to stir 1 h at 0° C. and then was allowed to come to room temperature and stir overnight. The brown-orange reaction... Starting materials: CC1=NOC(=C1)NS(=O)(=O)C1=CC=C(C=C1)C1=CC(=CC=C1)OC (N-(3-methyl-5-isoxazolyl)-4-(3-methoxyphenyl)benzenesulfonamide), C1CC(=O)N(C1=O)Br (NBS). Product: BrC=1C(=NOC1NS(=O)(=O)C1=CC=C(C=C1)C1=CC(=CC=C1)OC)C (N-(4-bromo-3-methyl-5-isoxazolyl)-4-(3-methoxyphenyl)benzenesulfonamide). RXN SMILES: [CH3:1][C:2]1[CH:6]=[C:5]([NH:7][S:8]([C:11]2[CH:16]=[CH:15][C:14]([C:17]3[CH:22]=[CH:21][CH:20]=[C:19]([O:23][CH3:24])[CH:18]=3)=[CH:13][CH:12]=2)(=[O:10])=[O:9])[O:4][N:3]=1.C1C(=O)N([Br:32])C(=O)C1>>[Br:32][C:6]1[C:2]([CH3:1])=[N:3][O:4][C:5]=1[NH:7][S:8]([C:11]1[CH:12]=[CH:13][C:14]([C:17]2[CH:22]=[CH:21][CH:20]=[C:19]([O:23][CH3:24])[CH:18]=2)=[CH:15][CH:16]=1)(=[O:10])=[O:9]. Procedure: N-(4-bromo-3-methyl-5-isoxazolyl)-4-(3-methoxyphenyl)benzenesulfonamide was prepared in the same manner as described in Example 15 using N-(3-methyl-5-isoxazolyl)-4-(3-methoxyphenyl)benzenesulfonamide and NBS (reaction time 30 min at room temperature). The crude product was purified by column chromatography on silica gel using ethyl acetate as eluent giving the final product, after recrystallization using hexane/ethyl acetate, in 75% yield, m.p. 140-144° C. The reactants are NC1=NC(=NC=C1C#N)Cl (4-amino-2-chloro-5-cyanopyrimidine), N1(C=NC=C1)CCCNC(=O)C1=CC=C(N)C=C1 (4-[N-(3-imidazol-1-ylpropyl)carbamoyl]aniline). The solvent is CN1CCCC1=O (NMP), O (water). Yields the product NC1=NC(=NC=C1C#N)NC1=CC=C(C=C1)C(NCCCN1C=NC=C1)=O (4-Amino-5-cyano-2-{4-[N-(3-imidazol-1-ylpropyl)carbamoyl]anilino}pyrimidine). Yield: 2.1%. RXN SMILES: [NH2:1][C:2]1[C:7]([C:8]#[N:9])=[CH:6][N:5]=[C:4](Cl)[N:3]=1.[N:11]1([CH2:16][CH2:17][CH2:18][NH:19][C:20]([C:22]2[CH:28]=[CH:27][C:25]([NH2:26])=[CH:24][CH:23]=2)=[O:21])[CH:15]=[CH:14][N:13]=[CH:12]1>CN1C(=O)CCC1.O>[NH2:1][C:2]1[C:7]([C:8]#[N:9])=[CH:6][N:5]=[C:4]([NH:26][C:25]2[CH:27]=[CH:28][C:22]([C:20](=[O:21])[NH:19][CH2:18][CH2:17][CH2:16][N:11]3[CH:15]=[CH:14][N:13]=[CH:12]3)=[CH:23][CH:24]=2)[N:3]=1. Procedure details: A solution of 4-amino-2-chloro-5-cyanopyrimidine (200 mg, 1.3 mmol) and 4-[N-(3-imidazol-1-ylpropyl)carbamoyl]aniline (Method 3; 633 mg, 2.6 mmol) in NMP (10 ml) was heated at 120° C. for 48 hours. The mixture was allowed to cool, was diluted with water and extracted with ethyl acetate. The organic extracts were combined, dried and the solvent removed by evaporation, the residue was triturated with ether/hexane and the product collected by filtration to give the title compound (10 mg, 2%). NMR: ... Reactants: NC(C)(C)C1=CC=C(CCN)C=C1 (4-(1-Amino-1-methylethyl)phenethylamine), C(#N)C1=CC=C(C=C1)S(=O)(=O)Cl (4-cyanophenylsulphonyl chloride). Run in ClCCl (dichloromethane), C(C)N(CC)CC (triethylamine). Yields the product NC(C)(C)C1=CC=C(C=C1)CCNS(=O)(=O)C1=CC=C(C=C1)C#N (N-{2-[4-(1-amino-1-methylethyl)phenyl]ethyl}-4-cyanobenzenesulphonamide). Reaction SMILES: [NH2:1][C:2]([C:5]1[CH:13]=[CH:12][C:8]([CH2:9][CH2:10][NH2:11])=[CH:7][CH:6]=1)([CH3:4])[CH3:3].[C:14]([C:16]1[CH:21]=[CH:20][C:19]([S:22](Cl)(=[O:24])=[O:23])=[CH:18][CH:17]=1)#[N:15]>ClCCl.C(N(CC)CC)C>[NH2:1][C:2]([C:5]1[CH:13]=[CH:12][C:8]([CH2:9][CH2:10][NH:11][S:22]([C:19]2[CH:18]=[CH:17][C:16]([C:14]#[N:15])=[CH:21][CH:20]=2)(=[O:24])=[O:23])=[CH:7][CH:6]=1)([CH3:4])[CH3:3]. Procedure: 4-(1-Amino-1-methylethyl)phenethylamine (A18, 2.132 g) was treated with 4-cyanophenylsulphonyl chloride (2.63 g) in dichloromethane (35 ml) and triethylamine (1.8 ml) to give N-{2-[4-(1-amino-1-methylethyl)phenyl]ethyl}-4-cyanobenzenesulphonamide, as an oil. Reactants: ClC1=CC(NC2=C(C=CC=C12)C)=O (4-chloro-8-methylcarbostyril), C(C)NCC (diethylamine), CN1C(CCC1)=O (N-methylpyrrolidone). The reagents and catalysts are [Cu](I)I.[Cu] (copper iodide copper). Solvent: O (water). Yields the product Cl.C(C)N(C1=CC(NC2=C(C=CC=C12)C)=O)CC (4-diethylamino-8-methylcarbostyril hydrochloride). As a reaction SMILES: [Cl:1][C:2]1[C:11]2[C:6](=[C:7]([CH3:12])[CH:8]=[CH:9][CH:10]=2)[NH:5][C:4](=[O:13])[CH:3]=1.[CH2:14]([NH:16][CH2:17][CH3:18])[CH3:15].CN1CCCC1=O>[Cu](I)I.[Cu].O>[ClH:1].[CH2:14]([N:16]([CH2:17][CH3:18])[C:2]1[C:11]2[C:6](=[C:7]([CH3:12])[CH:8]=[CH:9][CH:10]=2)[NH:5][C:4](=[O:13])[CH:3]=1)[CH3:15] |f:3.4,6.7|. Procedure details: 2.0 Grams of 4-chloro-8-methylcarbostyril, 5 ml of diethylamine, 0.2 g of copper iodide-copper powder mixture and 20 ml of N-methylpyrrolidone were placed in an autoclave and heated at 180°-190° C. for 10 hours. To the reaction mixture was added water, then extracted with ethyl acetate. The extract was washed with water, dried, and the solvent was removed by evaporation. The residue thus obtained was purified by a silica gel column chromatography (eluent: dichloromethane). The product was conver... Reactants: CNC1=CC=C(C=2C(C3=CC=CC=C3C(C12)=O)=O)Br (1-methylamino-4-bromoanthraquinone), C(C)(=O)OC(C)=O (acetic anhydride), OS(=O)(=O)O (H2SO4), [OH-].[Na+] (NaOH), CCOC(=O)C (EtOAc). The solvent is O (H2O). Yields the product C(C)(=O)N(C1=CC=C(C=2C(C3=CC=CC=C3C(C12)=O)=O)Br)C (N-Acetyl-1-Methylamino-4-Bromoanthraquinone). RXN SMILES: [CH3:1][NH:2][C:3]1C2C(=O)[C:14]3[C:9](=[CH:10][CH:11]=[CH:12][CH:13]=3)[C:8](=[O:18])[C:7]=2[C:6]([Br:19])=[CH:5][CH:4]=1.C(O[C:24](=[O:26])[CH3:25])(=O)C.OS(O)(=O)=O.[OH-].[Na+].[CH3:34][CH2:35][O:36]C(C)=O>O>[C:35]([N:2]([CH3:1])[C:3]1[C:25]2[C:24](=[O:26])[C:10]3[C:9](=[CH:14][CH:13]=[CH:12][CH:11]=3)[C:8](=[O:18])[C:7]=2[C:6]([Br:19])=[CH:5][CH:4]=1)(=[O:36])[CH3:34] |f:3.4|. Procedure: A 250 ml flask equipped with a mechanical stirred was charged with 30 g (95 mmole) of 1-methylamino-4-bromoanthraquinone (purchased from Sandoz), 19.5 g (191 mmole) of acetic anhydride, and 0.23 g of 96% H2SO4. The sludgelike mixture was heated and stirred at 110° for 30 minutes. The reaction mixture was cooled to 0° and 50 ml of H2O was added. After stirring 1/2 hour, 55 ml of 30% NaOH was added and the entire mixture was then transferred to a pressure reactor for the following reaction. A TLC ...